This data is from the Open Reaction Database (ORD), a public repository of structured organic reaction records. The task is: describe an organic reaction: reactants, conditions, products, and yield Starting materials: ClC1=CC(=NC2=CC=CC=C12)C (4-Chloro-2-methylquinoline), N1CCNCC1 (piperazine). Run in C(C)OCCO (ethyleneglycol monoethylether). Run at temperature 140 celsius, time 8 hour. The product is CC1=NC2=CC=CC=C2C(=C1)N1CCNCC1 (2-Methyl-4-piperazin-1-yl-quinoline). The yield is 85.0%. Reaction SMILES: Cl[C:2]1[C:11]2[C:6](=[CH:7][CH:8]=[CH:9][CH:10]=2)[N:5]=[C:4]([CH3:12])[CH:3]=1.[NH:13]1[CH2:18][CH2:17][NH:16][CH2:15][CH2:14]1>C(OCCO)C>[CH3:12][C:4]1[CH:3]=[C:2]([N:13]2[CH2:18][CH2:17][NH:16][CH2:15][CH2:14]2)[C:11]2[C:6](=[CH:7][CH:8]=[CH:9][CH:10]=2)[N:5]=1. Reported procedure: 4-Chloro-2-methylquinoline (1.8 g, 10 mmol) and anhydrous piperazine (5.25 g, 60 mmol) were dissolved in ethyleneglycol monoethylether (15 ml) and stirred at 140° C. overnight. The mixture was concentrated under reduced pressure, toluene was added (2×100 ml) and the solvent removed under reduced pressure. To the residue was added 0.5 M NaOH (100 ml) and the mixture was extracted with a mixture of dichloromethane/diethylether/ethyl acetate (1:1:1, 3×100 ml). The combined organic phases were washe... Reactants: CCCCCC(C)CC(CN)CC(=O)OC(C)(C)C, Cl. The product is CCCCCC(C)CC(CN)CC(=O)O. Reaction SMILES: [C:1]([CH3:2])([CH3:3])([CH3:4])[O:5][C:6]([CH2:7][CH:8]([CH2:9][CH:10]([CH2:11][CH2:12][CH2:13][CH2:14][CH3:15])[CH3:16])[CH2:17][NH2:18])=[O:19].[ClH:20]>>[O:5]=[C:6]([CH2:7][CH:8]([CH2:9][CH:10]([CH2:11][CH2:12][CH2:13][CH2:14][CH3:15])[CH3:16])[CH2:17][NH2:18])[OH:19]. Starting materials: COc1c(C(C)=O)ccc(OCCCOc2cccc([N+](=O)[O-])c2)c1CCC(F)(F)F, C1CCOC1. The product is COc1c(C(C)=O)ccc(OCCCOc2cccc(N)c2)c1CCC(F)(F)F. RXN SMILES: [C:1]([CH3:2])(=[O:3])[c:4]1[c:5]([O:30][CH3:31])[c:6]([CH2:24][CH2:25][C:26]([F:27])([F:28])[F:29])[c:7]([O:8][CH2:9][CH2:10][CH2:11][O:12][c:13]2[cH:14][c:15]([N+:19]([O-:20])=[O:21])[cH:16][cH:17][cH:18]2)[cH:22][cH:23]1.[O:32]1[CH2:33][CH2:34][CH2:35][CH2:36]1>>[C:1]([CH3:2])(=[O:3])[c:4]1[c:5]([O:30][CH3:31])[c:6]([CH2:24][CH2:25][C:26]([F:27])([F:28])[F:29])[c:7]([O:8][CH2:9][CH2:10][CH2:11][O:12][c:13]2[cH:14][c:15]([NH2:19])[cH:16][cH:17][cH:18]2)[cH:22][cH:23]1. Reactants: COC(C1=C(C=CC=C1)NC(C1=CC=C(C=C1)I)=O)=O (2-(4-iodo-benzoylamino)-benzoic acid methyl ester), FC1=C(C=CC(=C1)F)O (2,4-difluoro-phenol). The product is FC1=C(OC2=CC=C(C(=O)NC3=C(C(=O)O)C=CC=C3)C=C2)C=CC(=C1)F ([4-(2,4-Difluoro-phenoxy)-benzoylamino]-benzoic acid). RXN SMILES: C[O:2][C:3](=[O:20])[C:4]1[CH:9]=[CH:8][CH:7]=[CH:6][C:5]=1[NH:10][C:11](=[O:19])[C:12]1[CH:17]=[CH:16][C:15](I)=[CH:14][CH:13]=1.[F:21][C:22]1[CH:27]=[C:26]([F:28])[CH:25]=[CH:24][C:23]=1[OH:29]>>[F:21][C:22]1[CH:27]=[C:26]([F:28])[CH:25]=[CH:24][C:23]=1[O:29][C:15]1[CH:16]=[CH:17][C:12]([C:11]([NH:10][C:5]2[CH:6]=[CH:7][CH:8]=[CH:9][C:4]=2[C:3]([OH:2])=[O:20])=[O:19])=[CH:13][CH:14]=1. Procedure: In analogy to example 2,-[4-(2,4-Difluoro-phenoxy)-benzoylamino]-benzoic acid was prepared from 2-(4-iodo-benzoylamino)-benzoic acid methyl ester [75541-84-3] and 2,4-difluoro-phenol. MS (m/e): 367.1 (M−H−, 100%). Reactants: C(C)OC=1C=C(C=O)C=CC1OC (3-Ethoxy-4-methoxybenzaldehyde), C(=O)([O-])[O-].[K+].[K+] (K2CO3), P(OC(C#N)(CC)CC)([O-])=O (diethylcyanomethyl phosphonate). The solvent is C(C)O (ethanol). The product is C(C)OC=1C=C(C=CC1OC)/C=C/C#N ((E)-3-(3-ethoxy-4-methoxyphenyl)-acrylonitrile). Yield: 59.6%. RXN SMILES: [CH2:1]([O:3][C:4]1[CH:5]=[C:6]([CH:9]=[CH:10][C:11]=1[O:12][CH3:13])[CH:7]=O)[CH3:2].C([O-])([O-])=O.[K+].[K+].P(=O)([O-])O[C:22](CC)(CC)[C:23]#[N:24]>C(O)C>[CH2:1]([O:3][C:4]1[CH:5]=[C:6](/[CH:7]=[CH:22]/[C:23]#[N:24])[CH:9]=[CH:10][C:11]=1[O:12][CH3:13])[CH3:2] |f:1.2.3|. Reported procedure: 3-Ethoxy-4-methoxybenzaldehyde (4.5 g, 25 mmol), K2CO3 (5.2 g, 37.5 mmol), and diethylcyanomethyl phosphonate (4.2 mL, 26.3 mmol) were combined in ethanol (75 mL). The mixture was stirred at reflux for 1.5 h. After all benzaldehyde had been consumed, the reaction mixture was concentrated to about 15 mL, and diluted with CH2Cl2 (150 mL) and H2O (150 mL). The mixture was shaken in a separatory funnel and the layers separated. The organic layer was dried with Na2SO4, filtered and concentrated. The ... Starting materials: C1CCOC1, Cc1ccccc1, CCOC(C)=O, O=c1[nH]nc2c(-c3ccncc3)c(-c3ccc(Cl)cc3)ccn12, CCOC(=O)N=NC(=O)OCC, Cc1c(CO)ccc(C(F)(F)F)[n+]1[O-], c1ccc(P(c2ccccc2)c2ccccc2)cc1. Yields the product Cc1c(Cn2nc3c(-c4ccncc4)c(-c4ccc(Cl)cc4)ccn3c2=O)ccc(C(F)(F)F)[n+]1[O-]. RXN SMILES: [CH2:76]1[O:77][CH2:78][CH2:79][CH2:80]1.[CH3:69][c:70]1[cH:71][cH:72][cH:73][cH:74][cH:75]1.[CH3:81][CH2:82][O:83][C:84]([CH3:85])=[O:86].[Cl:1][c:2]1[cH:3][cH:4][c:5](-[c:8]2[c:9](-[c:18]3[cH:19][cH:20][n:21][cH:22][cH:23]3)[c:10]3[n:11]([cH:12][cH:13]2)[c:14](=[O:17])[nH:15][n:16]3)[cH:6][cH:7]1.[O:57]=[C:58]([O:59][CH2:60][CH3:61])[N:62]=[N:63][C:64]([O:65][CH2:66][CH3:67])=[O:68].[OH:24][CH2:25][c:26]1[c:27]([CH3:37])[n+:28]([O-:36])[c:29]([C:32]([F:33])([F:34])[F:35])[cH:30][cH:31]1.[c:38]1([P:39]([c:40]2[cH:41][cH:42][cH:43][cH:44][cH:45]2)[c:46]2[cH:47][cH:48][cH:49][cH:50][cH:51]2)[cH:52][cH:53][cH:54][cH:55][cH:56]1>>[Cl:1][c:2]1[cH:3][cH:4][c:5](-[c:8]2[c:9](-[c:18]3[cH:19][cH:20][n:21][cH:22][cH:23]3)[c:10]3[n:11]([cH:12][cH:13]2)[c:14](=[O:17])[n:15]([CH2:25][c:26]2[c:27]([CH3:37])[n+:28]([O-:36])[c:29]([C:32]([F:33])([F:34])[F:35])[cH:30][cH:31]2)[n:16]3)[cH:6][cH:7]1. The reactants are CN(C)CCNC(=O)c1cccc2nc3ccc4c(N)cccc4c3nc12, CC(=O)Cl, C1CCOC1, c1ccncc1. Yields the product CC(=O)Nc1cccc2c1ccc1nc3cccc(C(=O)NCCN(C)C)c3nc12. Reaction SMILES: [CH3:1][N:2]([CH2:3][CH2:4][NH:5][C:6](=[O:7])[c:8]1[cH:9][cH:10][cH:11][c:12]2[n:13][c:14]3[cH:15][cH:16][c:17]4[c:18]([c:19]3[n:20][c:21]12)[cH:22][cH:23][cH:24][c:25]4[NH2:26])[CH3:27].[CH3:34][C:35]([Cl:36])=[O:37].[O:38]1[CH2:39][CH2:40][CH2:41][CH2:42]1.[cH:28]1[cH:29][cH:30][n:31][cH:32][cH:33]1>>[CH3:1][N:2]([CH2:3][CH2:4][NH:5][C:6](=[O:7])[c:8]1[cH:9][cH:10][cH:11][c:12]2[n:13][c:14]3[cH:15][cH:16][c:17]4[c:18]([c:19]3[n:20][c:21]12)[cH:22][cH:23][cH:24][c:25]4[NH:26][C:35]([CH3:34])=[O:37])[CH3:27].